This data is from the Open Reaction Database (ORD), a public repository of structured organic reaction records. The task is: describe an organic reaction: reactants, conditions, products, and yield Starting materials: BrC=1C=C(C(=NC1)Cl)NS(=O)(=O)C1=CC=C(C=C1)C(C)NC (N-(5-bromo-2-chloropyridin-3-yl)-4-(1-(methylamino)ethyl)benzenesulfonamide), CC1(OB(OC1(C)C)C=1C=CC=2N(N1)C=C(N2)NC(C)=O)C (N-(6-(4,4,5,5-tetramethyl-1,3,2-dioxaborolan-2-yl)imidazo[1,2-b]pyridazin-2-yl)acetamide), CC1(OB(OC1(C)C)C=1C=CC=2N(N1)C=C(N2)NC(C)=O)C (N-(6-(4,4,5,5-tetramethyl-1,3,2-dioxaborolan-2-yl)imidazo[1,2-b]pyridazin-2-yl)acetamide), C([O-])([O-])=O.[K+].[K+] (potassium carbonate). The solvent is C(Cl)Cl (DCM), CO (MeOH), COCCOC (DME), O (water). Run at time 75 minute. Product: ClC1=C(C=C(C=N1)C=1C=CC=2N(N1)C=C(N2)NC(C)=O)NS(=O)(=O)C2=CC=C(C=C2)C(C)NC (N-(6-(6-chloro-5-(4-(1-(methylamino)ethyl)phenylsulfonamido)pyridin-3-yl)imidazo[1,2-b]pyridazin-2-yl)acetamide). Yield: 41.8%. Reaction SMILES: Br[C:2]1[CH:3]=[C:4]([NH:9][S:10]([C:13]2[CH:18]=[CH:17][C:16]([CH:19]([NH:21][CH3:22])[CH3:20])=[CH:15][CH:14]=2)(=[O:12])=[O:11])[C:5]([Cl:8])=[N:6][CH:7]=1.CC1(C)C(C)(C)OB([C:31]2[CH:32]=[CH:33][C:34]3[N:35]([CH:37]=[C:38]([NH:40][C:41](=[O:43])[CH3:42])[N:39]=3)[N:36]=2)O1.C(=O)([O-])[O-].[K+].[K+]>COCCOC.O.C(Cl)Cl.CO>[Cl:8][C:5]1[N:6]=[CH:7][C:2]([C:31]2[CH:32]=[CH:33][C:34]3[N:35]([CH:37]=[C:38]([NH:40][C:41](=[O:43])[CH3:42])[N:39]=3)[N:36]=2)=[CH:3][C:4]=1[NH:9][S:10]([C:13]1[CH:18]=[CH:17][C:16]([CH:19]([NH:21][CH3:22])[CH3:20])=[CH:15][CH:14]=1)(=[O:12])=[O:11] |f:2.3.4|. Procedure: N-(5-bromo-2-chloropyridin-3-yl)-4-(1-(methylamino)ethyl)benzenesulfonamide (488 mg, 1.21 mmol), N-(6-(4,4,5,5-tetramethyl-1,3,2-dioxaborolan-2-yl)imidazo[1,2-b]pyridazin-2-yl)acetamide (590.6 mg, 1.955 mmol), potassium carbonate (600 mg, 4.34 mmol), and Pd(dppf)Cl2*DCM complex (117.5 mg, 0.1439 mmol) were suspended in DME (8.0 mL) and water (2.0 mL). The reaction flask was fit with a reflux condensor and placed in a preheated oil bath (100 C) and stirred under nitrogen for 75 minutes. Then, the... Reactants: ClCc1ccc(C2OCCO2)cc1, CN(C)C=O, Cc1ccccc1, CCOP(OCC)OCC, O=Cc1cccnc1. The product is C(=Cc1cccnc1)c1ccc(C2OCCO2)cc1. As a reaction SMILES: [CH2:1]1[CH2:2][O:3][CH:4]([c:5]2[cH:6][cH:7][c:8]([CH2:11][Cl:12])[cH:9][cH:10]2)[O:13]1.[CH3:32][N:33]([CH3:34])[CH:35]=[O:36].[CH3:37][c:38]1[cH:39][cH:40][cH:41][cH:42][cH:43]1.[P:14]([O:15][CH2:16][CH3:17])([O:18][CH2:19][CH3:20])[O:21][CH2:22][CH3:23].[n:24]1[cH:25][c:26]([CH:30]=[O:31])[cH:27][cH:28][cH:29]1>>[CH2:1]1[CH2:2][O:3][CH:4]([c:5]2[cH:6][cH:7][c:8]([CH:11]=[CH:30][c:26]3[cH:25][n:24][cH:29][cH:28][cH:27]3)[cH:9][cH:10]2)[O:13]1.